From a dataset of the Open Reaction Database (ORD), a public repository of structured organic reaction records. describe an organic reaction: reactants, conditions, products, and yield The reactants are ClC1=C(SC=C1S(=O)(=O)C)C(=O)NCC1=CC[C@H]([C@@H](C1)[N+](=O)[O-])C1=C(C=C(C=C1)Cl)Cl (3-chloro-N-{[trans-4-(2,4-dichlorophenyl)-5-nitrocyclohex-1-en-1-yl]methyl}-4-(methylsulfonyl)thiophene-2-carboxamide). The reagents and catalysts are [Zn] (Zn). The solvent is CO.C(C)(=O)O (methanol acetic acid). The product is N[C@H]1[C@@H](CC=C(C1)CNC(=O)C=1SC=C(C1Cl)S(=O)(=O)C)C1=C(C=C(C=C1)Cl)Cl (N-{[trans-5-amino-4-(2,4-dichlorophenyl)cyclohex-1-en-1-yl]methyl}-3-chloro-4-(methylsulfonyl)thiophene-2-carboxamide). Isolated yield 65.7%. RXN SMILES: [Cl:1][C:2]1[C:6]([S:7]([CH3:10])(=[O:9])=[O:8])=[CH:5][S:4][C:3]=1[C:11]([NH:13][CH2:14][C:15]1[CH2:20][C@@H:19]([N+:21]([O-])=O)[C@H:18]([C:24]2[CH:29]=[CH:28][C:27]([Cl:30])=[CH:26][C:25]=2[Cl:31])[CH2:17][CH:16]=1)=[O:12]>[Zn].CO.C(O)(=O)C>[NH2:21][C@@H:19]1[CH2:20][C:15]([CH2:14][NH:13][C:11]([C:3]2[S:4][CH:5]=[C:6]([S:7]([CH3:10])(=[O:9])=[O:8])[C:2]=2[Cl:1])=[O:12])=[CH:16][CH2:17][C@H:18]1[C:24]1[CH:29]=[CH:28][C:27]([Cl:30])=[CH:26][C:25]=1[Cl:31] |f:2.3|. Procedure: To a solution of Example 12D (40 mg, 0.077 mmol) in mixture of methanol/acetic acid (0.5 mL/0.5 mL), Zn powder (50 mg, 0.77 mmol) was added at room temperature. The reaction mixture was stirred for thirty minutes, filtered, concentrated under reduced pressure, and purified by high pressure liquid chromotography (eluting with 0-70% acetonitrile/water and 0.1% trifluoroacetic acid) to provide the title compound (25 mg, 66%). 1H NMR (400 MHz, methanol-d4) δ ppm 8.45 (s, 1H), 8.03 (s, 1H), 7.54 (s, ... Starting materials: NC=1C=C(C(=O)O)C=C(C1C1=CC=CC=C1)[N+](=O)[O-] (3-amino-5-nitro-4-phenylbenzoic acid), C(C1=CC=CC=C1)Br (benzylbromide), C(C)O (ethanol), C(C1=CC=CC=C1)Br (benzylbromide). Yields the product C(C1=CC=CC=C1)NC=1C=C(C(=O)OCC)C=C(C1C1=CC=CC=C1)[N+](=O)[O-] (ethyl 3-benzylamino-5-nitro-4-phenylbenzoate). Reaction SMILES: [NH2:1][C:2]1[CH:3]=[C:4]([CH:8]=[C:9]([N+:17]([O-:19])=[O:18])[C:10]=1[C:11]1[CH:16]=[CH:15][CH:14]=[CH:13][CH:12]=1)[C:5]([OH:7])=[O:6].[CH2:20](Br)[C:21]1[CH:26]=[CH:25][CH:24]=[CH:23][CH:22]=1.[CH2:28](O)[CH3:29]>>[CH2:20]([NH:1][C:2]1[CH:3]=[C:4]([CH:8]=[C:9]([N+:17]([O-:19])=[O:18])[C:10]=1[C:11]1[CH:16]=[CH:15][CH:14]=[CH:13][CH:12]=1)[C:5]([O:7][CH2:28][CH3:29])=[O:6])[C:21]1[CH:26]=[CH:25][CH:24]=[CH:23][CH:22]=1. Reported procedure: A mixture of 3-amino-5-nitro-4-phenylbenzoic acid (4.0 g), benzylbromide (4.0 ml), and ethanol (40 ml) is refluxed for 40 hours. After 16 and 24 hours additional amounts of benzylbromide (each portion 2.0 ml) are added. After cooling, the mixture is evaporated in vacuo and the obtained crude ethyl 3-benzylamino-5-nitro-4-phenylbenzoate is saponified by heating with a mixture of 2 N sodium hydroxide (25 ml) and ethanol (25 ml) for about 1 hour. The cooled mixture is acidified with acetic acid (5 ...